Dataset: the Open Reaction Database (ORD), a public repository of structured organic reaction records. Task: describe an organic reaction: reactants, conditions, products, and yield Starting materials: CC1=C(SC(=C1CC(=C)C)C)C(=O)O (3,5-dimethyl-4-(2-methyl-allyl)-thiophene-2-carboxylic acid), C[Li] (methyllithium), C[Li] (methyllithium). Solvent: C(C)OCC (diethyl ether). Conditions: time 1 hour. Yields the product CC1=C(SC(=C1CC(=C)C)C)C(C)=O (1-[3,5-dimethyl-4-(2-methyl-allyl)thiophen-2-yl]-ethanone). Reaction SMILES: [CH3:1][C:2]1[C:6]([CH2:7][C:8]([CH3:10])=[CH2:9])=[C:5]([CH3:11])[S:4][C:3]=1[C:12]([OH:14])=O.[CH3:15][Li]>C(OCC)C>[CH3:1][C:2]1[C:6]([CH2:7][C:8]([CH3:10])=[CH2:9])=[C:5]([CH3:11])[S:4][C:3]=1[C:12](=[O:14])[CH3:15]. Procedure: To a solution of 3,5-dimethyl-4-(2-methyl-allyl)-thiophene-2-carboxylic acid (475 mg, 2.26 mmol) in diethyl ether (15 mL), a solution of methyllithium (3.0 mL, 1.6 M in diethyl ether) is added at rt. The mixture is stirred at rt for 1 h before another portion of methyllithium (0.45 mL) is added. Stirring is continued for 1 h. The reaction is quenched by the addition of 1 N aq. NaH2PO4 solution. The mixture is diluted with diethyl ether, washed with 1 N aq. NaOH, dried over Na2SO4 and evaporated ...